Dataset: the Open Reaction Database (ORD), a public repository of structured organic reaction records. Task: describe an organic reaction: reactants, conditions, products, and yield Starting materials: COC(=O)c1c(COC(C)(C)C)noc1C(C)C, ClCCl, O=C(O)C(F)(F)F. Yields the product COC(=O)c1c(CO)noc1C(C)C. RXN SMILES: [CH3:1][C:2]([CH3:3])([CH3:4])[O:5][CH2:6][c:7]1[n:8][o:9][c:10]([CH:16]([CH3:17])[CH3:18])[c:11]1[C:12](=[O:13])[O:14][CH3:15].[Cl:26][CH2:27][Cl:28].[OH:19][C:20]([C:21]([F:22])([F:23])[F:24])=[O:25]>>[OH:5][CH2:6][c:7]1[n:8][o:9][c:10]([CH:16]([CH3:17])[CH3:18])[c:11]1[C:12](=[O:13])[O:14][CH3:15]. Reactants: CC(C)(C)OC(=O)N[C@H](C(C1=CC=CC=C1)C2=CC=CC=C2)C(=O)O.C(C1=CC=CC=C1)OC([C@H]1NCCC1)=O (Boc-D-3,3-diphenylalanine L-proline benzyl ester). Reagents/catalysts: [Pd] (Pd/C). The solvent is C(C)O (ethanol). Product: CC(C)(C)OC(=O)N[C@H](C(C1=CC=CC=C1)C2=CC=CC=C2)C(=O)O.N1[C@H](C(=O)O)CCC1 (Boc-D-3,3-diphenylalanine L-proline). RXN SMILES: [CH3:1][C:2]([O:5][C:6]([NH:8][C@@H:9]([C:23]([OH:25])=[O:24])[CH:10]([C:17]1[CH:22]=[CH:21][CH:20]=[CH:19][CH:18]=1)[C:11]1[CH:16]=[CH:15][CH:14]=[CH:13][CH:12]=1)=[O:7])([CH3:4])[CH3:3].C([O:33][C:34](=[O:40])[C@@H:35]1[CH2:39][CH2:38][CH2:37][NH:36]1)C1C=CC=CC=1>C(O)C.[Pd]>[CH3:4][C:2]([O:5][C:6]([NH:8][C@@H:9]([C:23]([OH:25])=[O:24])[CH:10]([C:17]1[CH:22]=[CH:21][CH:20]=[CH:19][CH:18]=1)[C:11]1[CH:12]=[CH:13][CH:14]=[CH:15][CH:16]=1)=[O:7])([CH3:1])[CH3:3].[NH:36]1[CH2:37][CH2:38][CH2:39][C@H:35]1[C:34]([OH:40])=[O:33] |f:0.1,4.5|. Procedure details: A solution of Boc-D-3,3-diphenylalanine-L-proline benzyl ester (8.0 g, 15.0 mmol) in ethanol (200 ml) was hydrogenated in the presence of 10% Pd/C (2.0 g) a t atmospheric pressure for 24 h. The reaction mixture was then filtered through Celite and the filtrate concentrated in vacuo to give the title compound as a white solid: 1H NMR (CDCl3) d 1.20-1.40 (m, 1 H), 1.35 (s, 9 H), 1.40-1.60 (m, 1 H), 1.70-1.90 (m, 1 H), 2.21-2.30 (m, 1 H), 2.70 (q, J=9 Hz, 1 H), 3.75 (br t, J=9 Hz, 1 H), 4.16 (d, J=... The reactants are ClC1=NC(=NC(=C1)N1CC(OCC1)C=1NC=C(N1)C1=CC=C(C=C1)Cl)N (4-chloro-6-{2-[4-(4-chlorophenyl)-1H-imidazol-2-yl]-4-morpholinyl}-2-pyrimidinamine), FC1=C(C#N)C=CC(=C1)B1OC(C(O1)(C)C)(C)C (2-fluoro-4-(4,4,5,5-tetramethyl-1,3,2-dioxaborolan-2-yl)benzonitrile), C(=O)([O-])[O-].[Na+].[Na+] (Na2CO3). The reagents and catalysts are C=1C=CC(=CC1)[P](C=2C=CC=CC2)(C=3C=CC=CC3)[Pd]([P](C=4C=CC=CC4)(C=5C=CC=CC5)C=6C=CC=CC6)([P](C=7C=CC=CC7)(C=8C=CC=CC8)C=9C=CC=CC9)[P](C=1C=CC=CC1)(C=1C=CC=CC1)C=1C=CC=CC1 (Pd(PPh3)4). The solvent is O1CCOCC1 (1,4-dioxane), O (water). Reaction conditions: temperature 140 celsius, time 1 hour. The product is NC1=NC(=CC(=N1)C1=CC(=C(C#N)C=C1)F)N1CC(OCC1)C=1NC=C(N1)C1=CC=C(C=C1)Cl (4-(2-Amino-6-{2-[4-(4-chlorophenyl)-1H-imidazol-2-yl]-4-morpholinyl}-4-pyrimidinyl)-2-fluorobenzonitrile). The yield is 83.6%. Reaction SMILES: Cl[C:2]1[CH:7]=[C:6]([N:8]2[CH2:13][CH2:12][O:11][CH:10]([C:14]3[NH:15][CH:16]=[C:17]([C:19]4[CH:24]=[CH:23][C:22]([Cl:25])=[CH:21][CH:20]=4)[N:18]=3)[CH2:9]2)[N:5]=[C:4]([NH2:26])[N:3]=1.[F:27][C:28]1[CH:35]=[C:34](B2OC(C)(C)C(C)(C)O2)[CH:33]=[CH:32][C:29]=1[C:30]#[N:31].C([O-])([O-])=O.[Na+].[Na+]>O1CCOCC1.O.C1C=CC([P]([Pd]([P](C2C=CC=CC=2)(C2C=CC=CC=2)C2C=CC=CC=2)([P](C2C=CC=CC=2)(C2C=CC=CC=2)C2C=CC=CC=2)[P](C2C=CC=CC=2)(C2C=CC=CC=2)C2C=CC=CC=2)(C2C=CC=CC=2)C2C=CC=CC=2)=CC=1>[NH2:26][C:4]1[N:3]=[C:2]([C:34]2[CH:33]=[CH:32][C:29]([C:30]#[N:31])=[C:28]([F:27])[CH:35]=2)[CH:7]=[C:6]([N:8]2[CH2:13][CH2:12][O:11][CH:10]([C:14]3[NH:15][CH:16]=[C:17]([C:19]4[CH:24]=[CH:23][C:22]([Cl:25])=[CH:21][CH:20]=4)[N:18]=3)[CH2:9]2)[N:5]=1 |f:2.3.4,^1:61,63,82,101|. Procedure details: A mixture of 4-chloro-6-{2-[4-(4-chlorophenyl)-1H-imidazol-2-yl]-4-morpholinyl}-2-pyrimidinamine (300 mg, 0.767 mmol), 2-fluoro-4-(4,4,5,5-tetramethyl-1,3,2-dioxaborolan-2-yl)benzonitrile (246 mg, 0.997 mmol), Na2CO3 (203 mg, 1.917 mmol) and Pd(PPh3)4 (89 mg, 0.077 mmol) in 1,4-dioxane (6 mL) and water (2 mL) was heated at 140° C. under microwave condition with stirring for 1 hour. The mixture was filtered, washed with EtOAc (150 mL), evaporated, and then chromatographed to afford the title comp... The reactants are COC=1C=C(C=C(C1OCOCCOC)OC)C=CC(=O)N1CCN(CC1)CCCOC(C1=CC=CC=C1)C1=CC=CC=C1 (N-[3-[3,5-dimethoxy-4-(β-methoxyethoxymethoxy) phenyl]-2-propenoyl]-N'-(3-benzhydroxypropyl)piperazine), O.C1(=CC=C(C=C1)S(=O)(=O)O)C (p-toluen esulfonic acid monohydrate). Solvent: CO (methanol). Product: COC=1C=C(C=C(C1O)OC)C=CC(=O)N1CCN(CC1)CCCOC(C1=CC=CC=C1)C1=CC=CC=C1 (N-[3-(3,5-dimethoxy-4-hydroxyphenyl) 2-propenoyl]-N'-(3-benzhydroxypropyl)piperazine). Isolated yield 84.4%. As a reaction SMILES: [CH3:1][O:2][C:3]1[CH:4]=[C:5]([CH:18]=[CH:19][C:20]([N:22]2[CH2:27][CH2:26][N:25]([CH2:28][CH2:29][CH2:30][O:31][CH:32]([C:39]3[CH:44]=[CH:43][CH:42]=[CH:41][CH:40]=3)[C:33]3[CH:38]=[CH:37][CH:36]=[CH:35][CH:34]=3)[CH2:24][CH2:23]2)=[O:21])[CH:6]=[C:7]([O:16][CH3:17])[C:8]=1[O:9]COCCOC.O.C1(C)C=CC(S(O)(=O)=O)=CC=1>CO>[CH3:1][O:2][C:3]1[CH:4]=[C:5]([CH:18]=[CH:19][C:20]([N:22]2[CH2:27][CH2:26][N:25]([CH2:28][CH2:29][CH2:30][O:31][CH:32]([C:39]3[CH:40]=[CH:41][CH:42]=[CH:43][CH:44]=3)[C:33]3[CH:38]=[CH:37][CH:36]=[CH:35][CH:34]=3)[CH2:24][CH2:23]2)=[O:21])[CH:6]=[C:7]([O:16][CH3:17])[C:8]=1[OH:9] |f:1.2|. Procedure details: To a solution of 270 mg (0.45 mmol) of the amide compound in 5 ml of methanol was added 95 mg (0.5 mmol) of p-toluen esulfonic acid monohydrate,,and the mixture was heated and refluxed for 1 hour under argon atmosphere. The reaction mixture was concentrated by evaporation under reduced pressure, a saturated aqueous solution of sodium hydrcgencarbonate was added to the residue, and extracted with ethyl acetate. The organic layer was dried over anhydrous sodium sulfate and concentrated by evaporat... Reactants: CCOC(=C1C(=O)Nc2ccc([N+](=O)[O-])cc21)c1ccccc1, COC(=O)C1CCCN1Cc1ccc(N)cc1, CN(C)C=O. Product: COC(=O)C1CCCN1Cc1ccc(NC(=C2C(=O)Nc3ccc([N+](=O)[O-])cc32)c2ccccc2)cc1. RXN SMILES: [CH2:18]([O:19][C:21]([c:22]1[cH:23][cH:24][cH:25][cH:26][cH:27]1)=[C:28]1[C:29](=[O:40])[NH:30][c:31]2[cH:32][cH:33][c:34]([N+:37](=[O:38])[O-:39])[cH:35][c:36]21)[CH3:20].[CH3:1][O:2][C:3](=[O:4])[CH:5]1[N:6]([CH2:10][c:11]2[cH:12][cH:13][c:14]([NH2:15])[cH:16][cH:17]2)[CH2:7][CH2:8][CH2:9]1.[O:41]=[CH:42][N:43]([CH3:44])[CH3:45]>>[CH3:1][O:2][C:3](=[O:4])[CH:5]1[N:6]([CH2:10][c:11]2[cH:12][cH:13][c:14]([NH:15][C:21]([c:22]3[cH:23][cH:24][cH:25][cH:26][cH:27]3)=[C:28]3[C:29](=[O:40])[NH:30][c:31]4[cH:32][cH:33][c:34]([N+:37](=[O:38])[O-:39])[cH:35][c:36]43)[cH:16][cH:17]2)[CH2:7][CH2:8][CH2:9]1. Starting materials: FC1=CC=C(C(=S)N)C=C1 (4-fluoro-thiobenzamide), C(C)OC(C(C(C)=O)Cl)=O (2-chloro-3-oxo-butyric acid ethyl ester). Solvent: C(C)O (ethanol). The product is C(C)OC(=O)C1=C(N=C(S1)C1=CC=C(C=C1)F)C (2-(4-Fluoro-phenyl)-4-methyl-thiazole-5-carboxylic acid ethyl ester). The yield is 93.3%. RXN SMILES: [F:1][C:2]1[CH:10]=[CH:9][C:5]([C:6]([NH2:8])=[S:7])=[CH:4][CH:3]=1.[CH2:11]([O:13][C:14](=[O:20])[CH:15](Cl)[C:16](=O)[CH3:17])[CH3:12]>C(O)C>[CH2:11]([O:13][C:14]([C:15]1[S:7][C:6]([C:5]2[CH:9]=[CH:10][C:2]([F:1])=[CH:3][CH:4]=2)=[N:8][C:16]=1[CH3:17])=[O:20])[CH3:12]. Procedure details: A mixture of 4-fluoro-thiobenzamide (1.25 g, 8.04 mmol) and 2-chloro-3-oxo-butyric acid ethyl ester (1.11 mL, 8.20 mmol) in ethanol (18 mL) was heated at refluxed for 16 h before it was cooled to room temperature and concentrated in vacuo. It was partitioned between ethyl acetate and saturated sodium bicarbonate, the organic layer was washed with brine, dried over anhydrous sodium sulfate and concentrated in vacuo to give the title compound as a yellow solid (1.99 g): MS: (+) m/z 266.03 (M+1). The product is COCOCCC1OC1 (2-(2-methoxymethoxyethyl)oxirane). Conditions: time 6 hour. Run in C(Cl)Cl (methylene chloride). RXN SMILES: ClC1C=[CH:6][CH:5]=[C:4]([C:8]([O:10]O)=O)C=1.[CH3:12][O:13][CH2:14][O:15]CCC=C>C(Cl)Cl>[CH3:12][O:13][CH2:14][O:15][CH2:6][CH2:5][CH:4]1[CH2:8][O:10]1. The reactants are ClC1=CC(=CC=C1)C(=O)OO (m-Chloroperbenzoic acid), COCOCCC=C (4-methoxymethoxy-1-butene). Procedure details: m-Chloroperbenzoic acid (20.6 g, 95.6 mmol) was gradually added to a solution of 4-methoxymethoxy-1-butene (10.46 g, 90.1 mmol) in methylene chloride (250 ml) while cooling in an ice-bath, the mixture was stirred at room temperature for 6 hours. The reaction mixture was filtered, and the filtrate was washed with a 10% sodium sulfide aqueous solution and sodium hydrogencarbonate aqueous solution, dried over magnesium sulfate. After filtration, the filtrate was concentrated under reduced pressure ... The yield is 86.5%. Starting materials: C(C)=O (acetaldehyde), CN1CCC(CC1)NC1=C(C(=CC=C1)Cl)F (1-methyl-4-(3-chloro-2-fluorophenylamino)piperidine), C(#N)[BH3-].[Na+] (sodium cyanoborohydride), FC(C(=O)O)(F)F (trifluoroacetic acid). Solvent: CO (methanol). Conditions: temperature 80 celsius. The product is CN1CCC(CC1)NCCC1=C(C(=CC=C1)Cl)F (1-Methyl-4-(N-(2-fluoro-3-chlorophenyl)ethylamino)piperidine). Isolated yield 99.6%. Reaction SMILES: [CH:1](=O)[CH3:2].[CH3:4][N:5]1[CH2:10][CH2:9][CH:8]([NH:11][C:12]2[CH:17]=[CH:16][CH:15]=[C:14]([Cl:18])[C:13]=2F)[CH2:7][CH2:6]1.C([BH3-])#N.[Na+].[F:24]C(F)(F)C(O)=O>CO>[CH3:4][N:5]1[CH2:6][CH2:7][CH:8]([NH:11][CH2:12][CH2:17][C:16]2[CH:2]=[CH:1][CH:13]=[C:14]([Cl:18])[C:15]=2[F:24])[CH2:9][CH2:10]1 |f:2.3|. Procedure details: Add acetaldehyde (0.817 g) to a solution of 1-methyl-4-(3-chloro-2-fluorophenylamino)piperidine (Preparation 19) (0.45 g), sodium cyanoborohydride (0.123 g) and trifluoroacetic acid (0.633 g) in methanol (20 mL) and heat in a sealed tube at 80° C. for three days. Load on a SCX column (10 g), wash with methanol, elute with 2M NH3 in methanol, evaporate, and further purify on a silica gel column (35 g), using a gradient of dichloromethane-2M NH3 in methanol to give 0.50 g of the title intermediate...